From a dataset of the Open Reaction Database (ORD), a public repository of structured organic reaction records. describe an organic reaction: reactants, conditions, products, and yield Reactants: BrC1=CC(=C(C=C1)C1C(N(C2=CC=CC=C12)CC=1OC(=CC1)C(F)(F)F)=O)O (3-(4-bromo-2-hydroxyphenyl)-1-((5-(trifluoromethyl)furan-2-yl)methyl)indolin-2-one), C1(=CC=CC=C1)C(N1C(C(C2=CC=CC=C12)C1=C(C=C(C(=C1)C)OC)O)=O)C1=CC=CC=C1 (1-(diphenylmethyl)-3-(2-hydroxy-4-methoxy-5-methylphenyl)-1,3-dihydro-2H-indol-2-one). Yields the product BrC1=CC2=C(C=C1)C1(C(N(C3=CC=CC=C13)CC=1OC(=CC1)C(F)(F)F)=O)CO2 (6-bromo-1′-((5-(trifluoromethyl)furan-2-yl)methyl)-2H-spiro[benzofuran-3,3′-indolin]-2′-one). Reaction SMILES: [Br:1][C:2]1[CH:7]=[CH:6][C:5]([CH:8]2[C:16]3[C:11](=[CH:12][CH:13]=[CH:14][CH:15]=3)[N:10]([CH2:17][C:18]3[O:19][C:20]([C:23]([F:26])([F:25])[F:24])=[CH:21][CH:22]=3)[C:9]2=[O:27])=[C:4]([OH:28])[CH:3]=1.[C:29]1(C(C2C=CC=CC=2)N2C3C(=CC=CC=3)C(C3C=C(C)C(OC)=CC=3O)C2=O)C=CC=CC=1>>[Br:1][C:2]1[CH:7]=[CH:6][C:5]2[C:8]3([CH2:29][O:28][C:4]=2[CH:3]=1)[C:16]1[C:11](=[CH:12][CH:13]=[CH:14][CH:15]=1)[N:10]([CH2:17][C:18]1[O:19][C:20]([C:23]([F:26])([F:25])[F:24])=[CH:21][CH:22]=1)[C:9]3=[O:27]. Procedure: Following the procedure as described in EXAMPLE 2 and making non-critical variations using 3-(4-bromo-2-hydroxyphenyl)-1-((5-(trifluoromethyl)furan-2-yl)methyl)indolin-2-one to replace 1-(diphenylmethyl)-3-(2-hydroxy-4-methoxy-5-methylphenyl)-1,3-dihydro-2H-indol-2-one, 6-bromo-1′-((5-(trifluoromethyl)furan-2-yl)methyl)-2H-spiro[benzofuran-3,3′-indolin]-2′-one was obtained (78%) as a colorless solid: 1H NMR (300 MHz, CDCl3) δ7.30 (ddd, J=7.9, 7.9, 1.5 Hz, 1H), 7.16-7.03 (m, 3H), 6.69 (d, J=7.9 H... The reactants are CC(=O)[O-], Cc1cc2c(=O)[nH]c(CCl)nc2cc1Cl, [Cs+], CN(C)C=O. The product is CC(=O)OCc1nc2cc(Cl)c(C)cc2c(=O)[nH]1. Reaction SMILES: [C:16]([CH3:17])(=[O:18])[O-:19].[Cl:1][c:2]1[c:3]([CH3:15])[cH:4][c:5]2[c:6](=[O:14])[nH:7][c:8]([CH2:12][Cl:13])[n:9][c:10]2[cH:11]1.[Cs+:20].[O:21]=[CH:22][N:23]([CH3:24])[CH3:25]>>[Cl:1][c:2]1[c:3]([CH3:15])[cH:4][c:5]2[c:6](=[O:14])[nH:7][c:8]([CH2:12][O:19][C:16]([CH3:17])=[O:18])[n:9][c:10]2[cH:11]1. The reactants are CCO, [H][H], CC(C)(C)OC(=O)N1CC=C(c2cnc(N)c3c(-c4ccc5c(c4)CCN5C(=O)Cc4ccccc4)csc23)CC1, C1CCOC1, O. The product is CC(C)(C)OC(=O)N1CCC(c2cnc(N)c3c(-c4ccc5c(c4)CCN5C(=O)Cc4ccccc4)csc23)CC1. Reaction SMILES: [CH3:50][CH2:51][OH:52].[H:43][H:44].[NH2:1][c:2]1[n:3][cH:4][c:5]([C:29]2=[CH:34][CH2:33][N:32]([C:35](=[O:36])[O:37][C:38]([CH3:39])([CH3:40])[CH3:41])[CH2:31][CH2:30]2)[c:6]2[c:7]1[c:8](-[c:11]1[cH:12][c:13]3[c:17]([cH:18][cH:19]1)[N:16]([C:20]([CH2:21][c:22]1[cH:23][cH:24][cH:25][cH:26][cH:27]1)=[O:28])[CH2:15][CH2:14]3)[cH:9][s:10]2.[O:45]1[CH2:46][CH2:47][CH2:48][CH2:49]1.[OH2:42]>>[NH2:1][c:2]1[n:3][cH:4][c:5]([CH:29]2[CH2:30][CH2:31][N:32]([C:35](=[O:36])[O:37][C:38]([CH3:39])([CH3:40])[CH3:41])[CH2:33][CH2:34]2)[c:6]2[c:7]1[c:8](-[c:11]1[cH:12][c:13]3[c:17]([cH:18][cH:19]1)[N:16]([C:20]([CH2:21][c:22]1[cH:23][cH:24][cH:25][cH:26][cH:27]1)=[O:28])[CH2:15][CH2:14]3)[cH:9][s:10]2. Reactants: COCCOC, NCc1cccc(C(F)(F)F)c1, CS(=O)c1nc(N)nc(-c2ccco2)c1C#N. The product is N#Cc1c(NCc2cccc(C(F)(F)F)c2)nc(N)nc1-c1ccco1. As a reaction SMILES: [CH3:30][O:31][CH2:32][CH2:33][O:34][CH3:35].[F:18][C:19]([c:20]1[cH:21][c:22]([CH2:23][NH2:24])[cH:25][cH:26][cH:27]1)([F:28])[F:29].[NH2:1][c:2]1[n:3][c:4]([S:15]([CH3:16])=[O:17])[c:5]([C:13]#[N:14])[c:6](-[c:8]2[o:9][cH:10][cH:11][cH:12]2)[n:7]1>>[NH2:1][c:2]1[n:3][c:4]([NH:24][CH2:23][c:22]2[cH:21][c:20]([C:19]([F:18])([F:28])[F:29])[cH:27][cH:26][cH:25]2)[c:5]([C:13]#[N:14])[c:6](-[c:8]2[o:9][cH:10][cH:11][cH:12]2)[n:7]1. The reactants are OC(CC(=O)OCC)C (ethyl 3-hydroxybutyrate), BrCC(CC(=O)OCC)O (ethyl 4-bromo-3-hydroxybutyrate). Product: BrC[C@@H](CC(=O)OCC)O (ethyl (R)-4-bromo-3-hydroxybutyrate). Yield: 99.0%. As a reaction SMILES: OC(C)CC(OCC)=O.[Br:10][CH2:11][CH:12]([OH:19])[CH2:13][C:14]([O:16][CH2:17][CH3:18])=[O:15]>>[Br:10][CH2:11][C@H:12]([OH:19])[CH2:13][C:14]([O:16][CH2:17][CH3:18])=[O:15]. Procedure details: Instead of ethyl 3-hydroxybutyrate used in Example 1, ethyl 4-bromo-3-hydroxybutyrate (1%, w/v) was used as a reactant and novozyme 435 lipase was used as a biocatalyst. After reaction for 1 hour 40 minutes, ethyl (R)-4-bromo-3-hydroxybutyrate (99% e.e) was obtained at 88.3% conversion. Reactants: CCOC(=O)c1cn2cc(Br)ccc2n1, Cc1ccccc1, C[Al](C)C, [Cl-], Nc1ccccc1, [NH4+]. Product: O=C(Nc1ccccc1)c1cn2cc(Br)ccc2n1. As a reaction SMILES: [Br:12][c:13]1[cH:14][cH:15][c:16]2[n:17]([cH:18]1)[cH:19][c:20]([C:22](=[O:23])[O:24][CH2:25][CH3:26])[n:21]2.[CH3:29][c:30]1[cH:31][cH:32][cH:33][cH:34][cH:35]1.[CH3:8][Al:9]([CH3:10])[CH3:11].[Cl-:27].[NH2:1][c:2]1[cH:3][cH:4][cH:5][cH:6][cH:7]1.[NH4+:28]>>[NH:1]([c:2]1[cH:3][cH:4][cH:5][cH:6][cH:7]1)[C:22]([c:20]1[cH:19][n:17]2[c:16]([cH:15][cH:14][c:13]([Br:12])[cH:18]2)[n:21]1)=[O:23].